Dataset: the Open Reaction Database (ORD), a public repository of structured organic reaction records. Task: describe an organic reaction: reactants, conditions, products, and yield Reactants: C(C)OC1=C(N)C=CC=C1 (2-ethoxyaniline), C(Cl)C1CO1 (epichlorhydrin). Reaction conditions: temperature 25 celsius, time 24 hour. RXN SMILES: [CH2:1]([O:3][C:4]1[CH:10]=[CH:9][CH:8]=[CH:7][C:5]=1[NH2:6])[CH3:2].[CH2:11]([CH:13]1[O:15][CH2:14]1)Cl>CO>[CH2:11]([NH:6][C:5]1[CH:7]=[CH:8][CH:9]=[CH:10][C:4]=1[O:3][CH2:1][CH3:2])[CH:13]1[O:15][CH2:14]1. Yields the product C(C1CO1)NC1=C(C=CC=C1)OCC (N-glycidyl-2-ethoxyaniline). Procedure details: A mixture of 2-ethoxyaniline (54.8 g.), methanol (300 ml.) and epichlorhydrin (18.6 g.) is stirred at 25° C. for 24 hours. The methanol and unreacted 2-ethoxyaniline are removed by vacuum distillation and the residue is dissolved in methanol (300 ml.) and sodium hydroxide (8.0 g.) added. The mixture is stirred at 25° C. for 3 hours, filtered and the filtrate evaporated under reduced pressure to give N-glycidyl-2-ethoxyaniline which is then dissolved in methanol (69 ml.). This solution is added t... The solvent is CO (methanol). The reactants are N#CCO, CCOCC, O=S(=O)(Cl)c1cccs1. Product: N#CCOS(=O)(=O)c1cccs1. Reaction SMILES: [C:1]([CH2:2][OH:3])#[N:4].[CH3:14][CH2:15][O:16][CH2:17][CH3:18].[s:5]1[c:6]([S:10](=[O:11])(=[O:12])[Cl:13])[cH:7][cH:8][cH:9]1>>[C:1]([CH2:2][O:3][S:10]([c:6]1[s:5][cH:9][cH:8][cH:7]1)(=[O:11])=[O:12])#[N:4]. Reactants: CC(C)N(CCN1C(=O)C(=O)c2ccc(Cl)cc21)C(C)C, Cl, NNC(N)=O. The product is CC(C)N(CCN1C(=O)C(=NNC(N)=O)c2ccc(Cl)cc21)C(C)C. As a reaction SMILES: [Cl:1][c:2]1[cH:3][cH:4][c:5]2[c:9]([cH:10]1)[N:8]([CH2:11][CH2:12][N:13]([CH:14]([CH3:15])[CH3:16])[CH:17]([CH3:18])[CH3:19])[C:7](=[O:20])[C:6]2=[O:21].[ClH:22].[NH2:23][NH:24][C:25](=[O:26])[NH2:27]>>[Cl:1][c:2]1[cH:3][cH:4][c:5]2[c:9]([cH:10]1)[N:8]([CH2:11][CH2:12][N:13]([CH:14]([CH3:15])[CH3:16])[CH:17]([CH3:18])[CH3:19])[C:7](=[O:20])[C:6]2=[N:23][NH:24][C:25](=[O:26])[NH2:27].